From a dataset of the Open Reaction Database (ORD), a public repository of structured organic reaction records. describe an organic reaction: reactants, conditions, products, and yield The reactants are COc1ccc(S(=O)(=O)N2CC=CCC(NS(=O)(=O)Cc3ccccc3)C2C(=O)OC(C)(C)C)cc1, COc1ccc(S(=O)(=O)N2CC=CCC(NC(=O)OCc3ccccc3)C2C(=O)OC(C)(C)C)cc1, CS(C)=O. The product is COc1ccc(S(=O)(=O)N2CC=CCC(NS(=O)(=O)Cc3ccccc3)C2C(=O)O)cc1. RXN SMILES: [C:1]([CH3:2])([CH3:3])([CH3:4])[O:5][C:6](=[O:7])[CH:8]1[N:9]([S:26](=[O:27])(=[O:28])[c:29]2[cH:30][cH:31][c:32]([O:35][CH3:36])[cH:33][cH:34]2)[CH2:10][CH:11]=[CH:12][CH2:13][CH:14]1[NH:15][S:16](=[O:17])(=[O:18])[CH2:19][c:20]1[cH:21][cH:22][cH:23][cH:24][cH:25]1.[C:37]([O:38][C:39]([CH:40]1[CH:41]([NH:42][C:43]([O:44][CH2:45][c:46]2[cH:47][cH:48][cH:49][cH:50][cH:51]2)=[O:52])[CH2:53][CH:54]=[CH:55][CH2:56][N:57]1[S:58]([c:59]1[cH:60][cH:61][c:62]([O:63][CH3:64])[cH:65][cH:66]1)(=[O:67])=[O:68])=[O:69])([CH3:70])([CH3:71])[CH3:72].[CH3:73][S:74]([CH3:75])=[O:76]>>[O:5]=[C:6]([OH:7])[CH:8]1[N:9]([S:26](=[O:27])(=[O:28])[c:29]2[cH:30][cH:31][c:32]([O:35][CH3:36])[cH:33][cH:34]2)[CH2:10][CH:11]=[CH:12][CH2:13][CH:14]1[NH:15][S:16](=[O:17])(=[O:18])[CH2:19][c:20]1[cH:21][cH:22][cH:23][cH:24][cH:25]1. Reactants: ice water, FC(C1=C(C=CC=C1)CC#N)(F)F ((2-trifluoromethyl-phenyl)-acetonitrile), BrCC(C)Br (1,2-dibromopropane), [H-].[Na+] (sodium hydride). Procedure: A solution of 12.6 g of (2-trifluoromethyl-phenyl)-acetonitrile and 7.6 ml of 1,2-dibromopropane in 36 ml ether were added slowly through a dropping funnel to a suspension of 3.62 g of sodium hydride in 85 ml DMSO at 0° C. After addition, the ice-water bath was allowed to warm up to room temperature slowly and the reaction mixture was stirred at room temperature overnight. The reaction was carefully quenched with isopropyl and H2O. The suspension became clear. The organic layer was separated, an... RXN SMILES: [F:1][C:2]([F:13])([F:12])[C:3]1[CH:8]=[CH:7][CH:6]=[CH:5][C:4]=1[CH2:9][C:10]#[N:11].Br[CH2:15][CH:16](Br)[CH3:17].[H-].[Na+]>CCOCC.CS(C)=O>[F:1][C:2]([F:12])([F:13])[C:3]1[CH:8]=[CH:7][CH:6]=[CH:5][C:4]=1[C:9]1([C:10]#[N:11])[CH2:17][CH2:16][CH2:15]1 |f:2.3|. Reaction conditions: time 8 hour. Product: FC(C1=C(C=CC=C1)C1(CCC1)C#N)(F)F (1-(2-Trifluoromethyl-phenyl)-cyclobutanecarbonitrile). Solvent: CCOCC (ether), CS(=O)C (DMSO). The reactants are OC[C@@H](C(=O)OC)NC(=O)C1=C2C=CN(C2=CC=C1)C(=O)OC(C)(C)C (tert-butyl 4-({[(1S)-1-(hydroxymethyl)-2-methoxy-2-oxoethyl]amino}carbonyl)-1H-indole-1-carboxylate), CC[N+](CC)(CC)S(=O)(=O)N=C([O-])OC (Burgess Reagent). Run in CCOC(=O)C (EtOAc), C1CCOC1 (THF). Reaction conditions: temperature 70 celsius, time 45 minute. Product: COC(=O)[C@H]1N=C(OC1)C1=C2C=CN(C2=CC=C1)C(=O)OC(C)(C)C (tert-butyl 4-[(4S)-4-(methoxycarbonyl)-4,5-dihydro-1,3-oxazol-2-yl]-1H-indole-1-carboxylate). The yield is 68.0%. Reaction SMILES: [OH:1][CH2:2][C@H:3]([NH:8][C:9]([C:11]1[CH:19]=[CH:18][CH:17]=[C:16]2[C:12]=1[CH:13]=[CH:14][N:15]2[C:20]([O:22][C:23]([CH3:26])([CH3:25])[CH3:24])=[O:21])=O)[C:4]([O:6][CH3:7])=[O:5].CC[N+](S(N=C(OC)[O-])(=O)=O)(CC)CC>C1COCC1.CCOC(C)=O>[CH3:7][O:6][C:4]([C@@H:3]1[CH2:2][O:1][C:9]([C:11]2[CH:19]=[CH:18][CH:17]=[C:16]3[C:12]=2[CH:13]=[CH:14][N:15]3[C:20]([O:22][C:23]([CH3:25])([CH3:26])[CH3:24])=[O:21])=[N:8]1)=[O:5]. Procedure details: To a solution of tert-butyl 4-({[(1S)-1-(hydroxymethyl)-2-methoxy-2-oxoethyl]amino}carbonyl)-1H-indole-1-carboxylate (2.09 g) in THF (21.0 mL) was added Burgess Reagent (1.44 g) at ambient temperature and the mixture was stirred at 70° C. for 45 minutes. The resulting mixture was diluted with EtOAc (60 mL) and washed successively with saturated NaHCO3 aqueous solution and brine. The organic layer was dried over anhydrous MgSO4, filtered and evaporated in vacuo. The residue was purified by silica... The reactants are N,N-dimethylaminopyridine, C1(=CC=CC=C1)C (toluene), CC1(SC(C(CC1=O)=O)(C)C)C (2,2,6,6-tetramethylthiopyran-3,5-dione), C(C)(=O)[O-].C(C)(=O)[O-].C(C)(=O)[O-].BrC=1C=CC(=C(C1)[Pb+3])CC (5-bromo-2-ethylphenyllead triacetate). Solvent: C(Cl)(Cl)Cl (chloroform), ClCCl (dichloromethane), Cl (hydrochloric acid). Product: BrC=1C=CC(=C(C1)C1C(C(SC(C1=O)(C)C)(C)C)=O)CC (4-(5-bromo-2-ethylphenyl)-2,2,6,6-tetramethylthiopyran-3,5-dione). Reaction SMILES: [CH3:1][C:2]1([CH3:12])[C:7](=[O:8])[CH2:6][C:5](=[O:9])[C:4]([CH3:11])([CH3:10])[S:3]1.C1(C)C=CC=CC=1.C([O-])(=O)C.C([O-])(=O)C.C([O-])(=O)C.[Br:32][C:33]1[CH:34]=[CH:35][C:36]([CH2:40][CH3:41])=[C:37]([Pb+3])[CH:38]=1>C(Cl)(Cl)Cl.ClCCl.Cl>[Br:32][C:33]1[CH:38]=[CH:37][C:36]([CH2:40][CH3:41])=[C:35]([CH:6]2[C:7](=[O:8])[C:2]([CH3:12])([CH3:1])[S:3][C:4]([CH3:11])([CH3:10])[C:5]2=[O:9])[CH:34]=1 |f:2.3.4.5|. Procedure: To a solution of 2,2,6,6-tetramethylthiopyran-3,5-dione (prepared according to the procedure of E. Er and P. Margaretha, Helvetica Chimica Acta (1992), 75(7), 2265-69) (1.8 g, 9.9 mmol) and N,N-dimethylaminopyridine (5.3 g, 4.34 mmol) in chloroform (60 ml), is added toluene (18 ml) then 5-bromo-2-ethylphenyllead triacetate (6.2 g, 1.09 mmol) in one portion. The resulting mixture is heated at reflux for 2 hours, then allowed to cool to ambient temperature, diluted with dichloromethane and 1M aque... Reactants: C(C=C)O[C@@H]1[C@@H](OC(OC1)(C)C)C=C (cis-5-allyloxy-2,2-dimethyl-4-vinyl-[1,3]dioxane), Cl (HCl), C(=O)(O)[O-].[Na+] (NaHCO3). Solvent: CCOC(=O)C (EtOAc), CO (MeOH). Run at time 30 minute. Product: OC[C@@H]1OCC=C[C@@H]1O (cis-2-hydroxymethyl-3,6-dihydro-2H-pyran-3-ol). RXN SMILES: [CH2:1]([O:4][C@H:5]1[CH2:10][O:9]C(C)(C)[O:7][C@H:6]1[CH:13]=[CH2:14])C=C.Cl.C([O-])(O)=O.[Na+]>CO.CCOC(C)=O>[OH:9][CH2:10][C@H:5]1[C@@H:6]([OH:7])[CH:13]=[CH:14][CH2:1][O:4]1 |f:2.3|. Procedure: To a solution of cis-5-allyloxy-2,2-dimethyl-4-vinyl-[1,3]dioxane (50 mg, 0.29 mmol) in MeOH (5 mL) was added a solution of methanolic HCl (0.5 mL, prepared from 0.5 mL conc. HCl in 30 mL of MeOH). The mixture was stirred for 30 min at ambient temperature. Aqueous saturated NaHCO3 (5 mL) was added and the mixture was diluted with EtOAc (50 mL). The organic layer was washed with saturated NaHCO3 (30 mL). The aqueous layer was washed with EtOAc (30 mL×2). The combined organic layers were dried ove... The reactants are CC1CCCN1CCc1cc2ccc(Br)cc2cn1, O=C([O-])[O-], Cc1nc2cc(B3OC(C)(C)C(C)(C)O3)ccc2s1, c1ccc(-c2ccccc2P(C2CCCCC2)C2CCCCC2)cc1, CC(C)O, ClCCl, [Na+], [Na+], Cl[Pd]Cl, c1ccc(P(c2ccccc2)c2ccccc2)cc1, c1ccc(P(c2ccccc2)c2ccccc2)cc1. Yields the product Cc1nc2cc(-c3ccc4cc(CCN5CCCC5C)ncc4c3)ccc2s1. As a reaction SMILES: [Br:1][c:2]1[cH:3][cH:4][c:5]2[cH:6][c:7]([CH2:12][CH2:13][N:14]3[CH:15]([CH3:19])[CH2:16][CH2:17][CH2:18]3)[n:8][cH:9][c:10]2[cH:11]1.[C:64](=[O:65])([O-:66])[O-:67].[CH3:20][c:21]1[s:22][c:23]2[c:24]([n:25]1)[cH:26][c:27]([B:30]1[O:31][C:32]([CH3:33])([CH3:34])[C:35]([CH3:36])([CH3:37])[O:38]1)[cH:28][cH:29]2.[CH:39]1([P:40]([CH:41]2[CH2:42][CH2:43][CH2:44][CH2:45][CH2:46]2)[c:47]2[cH:48][cH:49][cH:50][cH:51][c:52]2-[c:53]2[cH:54][cH:55][cH:56][cH:57][cH:58]2)[CH2:59][CH2:60][CH2:61][CH2:62][CH2:63]1.[CH:70]([OH:71])([CH3:72])[CH3:73].[Cl:74][CH2:75][Cl:76].[Na+:68].[Na+:69].[Pd:77]([Cl:78])[Cl:79].[c:80]1([P:81]([c:82]2[cH:83][cH:84][cH:85][cH:86][cH:87]2)[c:88]2[cH:89][cH:90][cH:91][cH:92][cH:93]2)[cH:94][cH:95][cH:96][cH:97][cH:98]1.[c:99]1([P:100]([c:101]2[cH:102][cH:103][cH:104][cH:105][cH:106]2)[c:107]2[cH:108][cH:109][cH:110][cH:111][cH:112]2)[cH:113][cH:114][cH:115][cH:116][cH:117]1>>[c:2]1(-[c:27]2[cH:26][c:24]3[c:23]([s:22][c:21]([CH3:20])[n:25]3)[cH:29][cH:28]2)[cH:3][cH:4][c:5]2[cH:6][c:7]([CH2:12][CH2:13][N:14]3[CH:15]([CH3:19])[CH2:16][CH2:17][CH2:18]3)[n:8][cH:9][c:10]2[cH:11]1.